The task is: describe an organic reaction: reactants, conditions, products, and yield. This data is from the Open Reaction Database (ORD), a public repository of structured organic reaction records. Starting materials: ClCCl, CCOC(=O)C(=O)CC(C)=O, O=S(=O)(Cl)Cl. Yields the product CCOC(=O)C(=O)C(Cl)C(C)=O. Reaction SMILES: [Cl:17][CH2:18][Cl:19].[O:6]=[C:7]([C:8](=[O:9])[O:10][CH2:11][CH3:12])[CH2:13][C:14]([CH3:15])=[O:16].[S:1]([Cl:2])(=[O:3])([Cl:4])=[O:5]>>[Cl:4][CH:13]([C:7](=[O:6])[C:8](=[O:9])[O:10][CH2:11][CH3:12])[C:14]([CH3:15])=[O:16].